From a dataset of the Open Reaction Database (ORD), a public repository of structured organic reaction records. describe an organic reaction: reactants, conditions, products, and yield Starting materials: NC1=C(C=C(C=C1)C1=CN(C=2N=CN=C(C21)Cl)C2CCCC2)OC (5-(4-Amino-3-methoxyphenyl)-4-chloro-7-cyclopentylpyrrolo[2,3-d]pyrimidine), N (ammonia), C1(=CC=CC=C1)S(=O)(=O)Cl (benzenesulphonyl chloride). The solvent is N1=CC=CC=C1 (pyridine), ClCCl (dichloromethane). Yields the product NC=1C2=C(N=CN1)N(C=C2C2=CC(=C(C=C2)NS(=O)(=O)C2=CC=CC=C2)OC)C2CCCC2 (N-[4-(4-amino-7-cyclopentyl-7H-pyrrolo[2,3-d]pyrimidin-5-yl)-2-methoxyphenyl]benzenesulphonamide). RXN SMILES: [NH2:1][C:2]1[CH:7]=[CH:6][C:5]([C:8]2[C:16]3[C:15](Cl)=[N:14][CH:13]=[N:12][C:11]=3[N:10]([CH:18]3[CH2:22][CH2:21][CH2:20][CH2:19]3)[CH:9]=2)=[CH:4][C:3]=1[O:23][CH3:24].[C:25]1([S:31](Cl)(=[O:33])=[O:32])[CH:30]=[CH:29][CH:28]=[CH:27][CH:26]=1.[NH3:35]>N1C=CC=CC=1.ClCCl>[NH2:35][C:15]1[C:16]2[C:8]([C:5]3[CH:6]=[CH:7][C:2]([NH:1][S:31]([C:25]4[CH:30]=[CH:29][CH:28]=[CH:27][CH:26]=4)(=[O:33])=[O:32])=[C:3]([O:23][CH3:24])[CH:4]=3)=[CH:9][N:10]([CH:18]3[CH2:22][CH2:21][CH2:20][CH2:19]3)[C:11]=2[N:12]=[CH:13][N:14]=1. Procedure details: 5-(4-Amino-3-methoxyphenyl)-4-chloro-7-cyclopentylpyrrolo[2,3-d]pyrimidine (0.50 g, prepared in a similar manner to Example 32) was reacted with benzenesulphonyl chloride (0.31 g) in pyridine (5 ml) and dichloromethane (1 ml) at 0° C. and the product obtained after work-up was reacted with ammonia in a similar manner to Example 32 to give N-[4-(4-amino-7-cyclopentyl-7H-pyrrolo[2,3-d]pyrimidin-5-yl)-2-methoxyphenyl]benzenesulphonamide, m.p. 113-115° C. The structure was confirmed by 1H nmr and ma... The reactants are Cl (hydrochloric acid), O (Water), [OH-].[Na+] (NaOH), CC1=CC=C(C=O)C=C1 (4-methylbenzaldehyde), CC(=O)C (acetone). Conditions: time 14 hour. Product: CC1=CC=C(C=C1)C=CC(C)=O (4-(4-Methylphenyl)-3-buten-2-one). Isolated yield 45.6%. RXN SMILES: O.[OH-].[Na+].[CH3:4][C:5]1[CH:12]=[CH:11][C:8]([CH:9]=O)=[CH:7][CH:6]=1.Cl.[CH3:14][C:15]([CH3:17])=[O:16]>>[CH3:4][C:5]1[CH:12]=[CH:11][C:8]([CH:9]=[CH:14][C:15](=[O:16])[CH3:17])=[CH:7][CH:6]=1 |f:1.2|. Reported procedure: Water (20 ml) and 10% NaOH aqueous solution (4 ml) were added under stirring to the solution of 4-methylbenzaldehyde (10.2 g, 10 mmol) in acetone (10 ml). The reaction mixture was stirred for 14 hr at room temperature, then the pH value was adjusted to pH=7.0 with 10% hydrochloric acid, extracted with methylene chloride. The combined methylene chloride extract was washed with water, dried over anhydrous sodium sulfate, filtered and concentrated to give 0.73 g of a yellow viscous oil, yield: 45.6... Starting materials: ClCCC1CN(C(O1)=O)C (5-(2-chloroethyl)-3-methyl-2-oxazolidinone), C(C)OC(C1=CC=C(C=C1)N1CCNCC1)=O (4-(1-piperazinyl)benzoic acid ethyl ester). Product: C(C)OC(C1=CC=C(C=C1)N1CCN(CC1)CCC1CN(C(O1)=O)C)=O (4-[4-[2-(3-methyl-2-oxazolidinon-5-yl)ethyl]-1-piperazinyl]benzoic acid ethyl ester). RXN SMILES: Cl[CH2:2][CH2:3][CH:4]1[O:8][C:7](=[O:9])[N:6]([CH3:10])[CH2:5]1.[CH2:11]([O:13][C:14](=[O:27])[C:15]1[CH:20]=[CH:19][C:18]([N:21]2[CH2:26][CH2:25][NH:24][CH2:23][CH2:22]2)=[CH:17][CH:16]=1)[CH3:12]>>[CH2:11]([O:13][C:14](=[O:27])[C:15]1[CH:16]=[CH:17][C:18]([N:21]2[CH2:22][CH2:23][N:24]([CH2:2][CH2:3][CH:4]3[O:8][C:7](=[O:9])[N:6]([CH3:10])[CH2:5]3)[CH2:25][CH2:26]2)=[CH:19][CH:20]=1)[CH3:12]. Reported procedure: Following the procedure of Example 2, the title compound is prepared from 5-(2-chloroethyl)-3-methyl-2-oxazolidinone and 4-(1-piperazinyl)benzoic acid ethyl ester.